This data is from the Open Reaction Database (ORD), a public repository of structured organic reaction records. The task is: describe an organic reaction: reactants, conditions, products, and yield The reactants are ClCCl, CN(C)C=O, ClCc1ccccc1SCc1ccc(Cl)cc1Cl, [H-], [Na+], c1c[nH]cn1. Product: Cl, Clc1ccc(CSc2ccccc2Cc2ncc[nH]2)c(Cl)c1. As a reaction SMILES: [CH2:31]([Cl:32])[Cl:33].[CH3:6][N:7]([CH3:8])[CH:9]=[O:10].[Cl:13][CH2:14][c:15]1[c:16]([S:21][CH2:22][c:23]2[c:24]([Cl:30])[cH:25][c:26]([Cl:29])[cH:27][cH:28]2)[cH:17][cH:18][cH:19][cH:20]1.[H-:11].[Na+:12].[nH:1]1[cH:2][n:3][cH:4][cH:5]1>>[ClH:13].[nH:1]1[c:2]([CH2:14][c:15]2[c:16]([S:21][CH2:22][c:23]3[c:24]([Cl:30])[cH:25][c:26]([Cl:29])[cH:27][cH:28]3)[cH:17][cH:18][cH:19][cH:20]2)[n:3][cH:4][cH:5]1. The reactants are CC(C)(C)OC(=O)Nc1cc(OCC(F)(F)F)c(-c2ccccc2F)cc1NC(=O)CC(=O)c1cccc(-n2ccnc2)c1, ClCCl, O=C(O)C(F)(F)F. The product is O=C1CC(c2cccc(-n3ccnc3)c2)=Nc2cc(OCC(F)(F)F)c(-c3ccccc3F)cc2N1. RXN SMILES: [C:1]([O:2][C:3](=[O:4])[NH:7][c:8]1[cH:9][c:10]([O:38][CH2:39][C:40]([F:41])([F:42])[F:43])[c:11](-[c:31]2[c:32]([F:37])[cH:33][cH:34][cH:35][cH:36]2)[cH:12][c:13]1[NH:14][C:15]([CH2:16][C:17](=[O:5])[c:19]1[cH:20][c:21](-[n:25]2[cH:26][n:27][cH:28][cH:29]2)[cH:22][cH:23][cH:24]1)=[O:30])([CH3:6])([CH3:18])[CH3:44].[Cl:52][CH2:53][Cl:54].[F:45][C:46]([F:47])([F:48])[C:49]([OH:50])=[O:51]>>[N:7]1=[C:17]([c:19]2[cH:20][c:21](-[n:25]3[cH:26][n:27][cH:28][cH:29]3)[cH:22][cH:23][cH:24]2)[CH2:16][C:15](=[O:30])[NH:14][c:13]2[c:8]1[cH:9][c:10]([O:38][CH2:39][C:40]([F:41])([F:42])[F:43])[c:11](-[c:31]1[c:32]([F:37])[cH:33][cH:34][cH:35][cH:36]1)[cH:12]2. The reactants are 10.3, Cl.Cl.Cl.C1(=CC=CC=C1)C(N1CCN(CC1)CC(O)C1=CC2=C(N(C(=N2)C)CC)C=C1)C1=CC=CC=C1 (α-[4-(diphenylmethyl)-1-piperazinylmethyl]-1-ethyl-2-methyl-1H-benzimidazole-5-methanol trihydrochloride), S(=O)(Cl)Cl (thionyl chloride). Solvent: ClC(Cl)Cl (trichloromethane). Reaction conditions: time 30 minute. The product is Cl.Cl.Cl.ClC(CN1CCN(CC1)C(C1=CC=CC=C1)C1=CC=CC=C1)C1=CC2=C(N(C(=N2)C)CC)C=C1 (5-{1-chloro-2-[4-(diphenylmethyl)-1-piperazinyl]-ethyl}1-ethyl-2-methyl-1H-benzimidazole trihydrochloride). Isolated yield 85.8%. RXN SMILES: [ClH:1].Cl.Cl.[C:4]1([CH:10]([C:32]2[CH:37]=[CH:36][CH:35]=[CH:34][CH:33]=2)[N:11]2[CH2:16][CH2:15][N:14]([CH2:17][CH:18]([C:20]3[CH:31]=[CH:30][C:23]4[N:24]([CH2:28][CH3:29])[C:25]([CH3:27])=[N:26][C:22]=4[CH:21]=3)O)[CH2:13][CH2:12]2)[CH:9]=[CH:8][CH:7]=[CH:6][CH:5]=1.S(Cl)([Cl:40])=O>ClC(Cl)Cl>[ClH:40].[ClH:1].[ClH:40].[Cl:40][CH:18]([C:20]1[CH:31]=[CH:30][C:23]2[N:24]([CH2:28][CH3:29])[C:25]([CH3:27])=[N:26][C:22]=2[CH:21]=1)[CH2:17][N:14]1[CH2:15][CH2:16][N:11]([CH:10]([C:32]2[CH:37]=[CH:36][CH:35]=[CH:34][CH:33]=2)[C:4]2[CH:9]=[CH:8][CH:7]=[CH:6][CH:5]=2)[CH2:12][CH2:13]1 |f:0.1.2.3,6.7.8.9|. Procedure details: To a stirred mixture of 10.3 parts of α-[4-(diphenylmethyl)-1-piperazinylmethyl]-1-ethyl-2-methyl-1H-benzimidazole-5-methanol trihydrochloride in 75 parts of trichloromethane are added dropwise 4.3 parts of thionyl chloride at room temperature. Upon completion, stirring is continued for 30 minutes at reflux temperature After cooling, the precipitated product is filtered off, washed with trichloromethane and with 2,2'-oxybispropane, and dried, yielding 9 parts (85.8%) of 5-{1-chloro-2-[4-(dipheny... Starting materials: BrC=1SC(=C(N1)C)C1=CC=C(C=C1)F (2-bromo-4-methyl-5-(4-fluorophenyl)thiazole), CC1(OB(OC1(C)C)C=1C=CC2=C(C[C@H]3CC[C@@H](C2)[C@@]32NS(N(C2)CC(F)(F)F)(=O)=O)C1)C ([6S,9R,11R]2′,3′,4′,5,5′,6,7,8,9,10-Decahydro-2-(4,4,5,5-tetramethyl-[1,3,2]-dioxaborolan-2-yl)-5′-(2,2,2-trifluoroethyl)spiro[6,9-methanobenzocyclooctene-11,3′-[1,2,5]thiadiazole]1′,1′-dioxide). Yields the product CC=1N=C(SC1C1=CC=C(C=C1)F)C=1C=CC2=C(C[C@H]3CC[C@@H](C2)[C@@]32NS(N(C2)CC(F)(F)F)(=O)=O)C1 ([6S,9R,11R]2′,3′,4′,5,5′,6,7,8,9,10-Decahydro-2-(4-methyl-5-(4-fluorophenyl)-thiazol-2-yl)-5′-(2,2,2-trifluoroethyl)-spiro[6,9-methanobenzocyclooctene-11,3′-[1,2,5]thiadiazole]1′,1′-dioxide). Reaction SMILES: Br[C:2]1[S:3][C:4]([C:8]2[CH:13]=[CH:12][C:11]([F:14])=[CH:10][CH:9]=2)=[C:5]([CH3:7])[N:6]=1.CC1(C)C(C)(C)OB([C:23]2[CH:24]=[CH:25][C:26]3[CH2:33][C@H:32]4[C@:34]5([CH2:38][N:37]([CH2:39][C:40]([F:43])([F:42])[F:41])[S:36](=[O:45])(=[O:44])[NH:35]5)[C@H:29]([CH2:30][CH2:31]4)[CH2:28][C:27]=3[CH:46]=2)O1>>[CH3:7][C:5]1[N:6]=[C:2]([C:23]2[CH:24]=[CH:25][C:26]3[CH2:33][C@H:32]4[C@:34]5([CH2:38][N:37]([CH2:39][C:40]([F:43])([F:42])[F:41])[S:36](=[O:44])(=[O:45])[NH:35]5)[C@H:29]([CH2:30][CH2:31]4)[CH2:28][C:27]=3[CH:46]=2)[S:3][C:4]=1[C:8]1[CH:13]=[CH:12][C:11]([F:14])=[CH:10][CH:9]=1. Reported procedure: Prepared from the bromothiazole from Step 3 and the homochiral boronate from Example 24 Step 1 by the method described for Example 36 Step 3. MS (ES+) 552 ([MH]+). Starting materials: ClC1=NC=NC(=C1CC)Cl (4,6-dichloro-5-ethyl-pyrimidine), C(C)(C)OC(=O)N1CCC(CC1)O (4-hydroxy-piperidine-1-carboxylic acid isopropyl ester), CC(C)([O-])C.[K+] (potassium tert-butoxide). Run in C1CCOC1 (THF). Run at time 30 minute. The product is C(C)(C)OC(=O)N1CCC(CC1)OC1=NC=NC(=C1CC)Cl (4-(6-chloro-5-ethyl-pyrimidin-4-yloxy)-piperidine-1-carboxylic acid isopropyl ester). Isolated yield 40.0%. RXN SMILES: Cl[C:2]1[C:7]([CH2:8][CH3:9])=[C:6]([Cl:10])[N:5]=[CH:4][N:3]=1.[CH:11]([O:14][C:15]([N:17]1[CH2:22][CH2:21][CH:20]([OH:23])[CH2:19][CH2:18]1)=[O:16])([CH3:13])[CH3:12].CC(C)([O-])C.[K+]>C1COCC1>[CH:11]([O:14][C:15]([N:17]1[CH2:18][CH2:19][CH:20]([O:23][C:2]2[C:7]([CH2:8][CH3:9])=[C:6]([Cl:10])[N:5]=[CH:4][N:3]=2)[CH2:21][CH2:22]1)=[O:16])([CH3:13])[CH3:12] |f:2.3|. Procedure: To a solution of 4,6-dichloro-5-ethyl-pyrimidine (1 g, 5.65 mmol) and 4-hydroxy-piperidine-1-carboxylic acid isopropyl ester (1.05 g, 5.65 mmol) in dry THF under nitrogen at 0° C., potassium tert-butoxide (1M solution in THF, 6.78 mL) was added dropwise. The reaction was stirred at rt for 30 min. The mixture was quenched with water and extracted with EtOAc (3×). The organic layer was washed with water, sat. NH4Cl and brine, followed by drying over sodium sulfate and concentration under vacuo. Th... The reactants are O=Cc1cn(Cc2ccc(OCc3ccccc3)cc2)nc1OCc1ccc(OCc2ccccc2)cc1, CCOC(=O)CP(=O)(OCC)OCC, [H-], [Na+], C1CCOC1, O. Yields the product CCOC(=O)CCc1cn(Cc2ccc(OCc3ccccc3)cc2)nc1OCc1ccc(OCc2ccccc2)cc1. RXN SMILES: [CH2:17]([c:18]1[cH:19][cH:20][cH:21][cH:22][cH:23]1)[O:24][c:25]1[cH:26][cH:27][c:28]([CH2:29][n:30]2[n:31][c:32]([O:37][CH2:38][c:39]3[cH:40][cH:41][c:42]([O:45][CH2:46][c:47]4[cH:48][cH:49][cH:50][cH:51][cH:52]4)[cH:43][cH:44]3)[c:33]([CH:35]=[O:36])[cH:34]2)[cH:53][cH:54]1.[CH2:1]([O:2][P:3]([O:4][CH2:5][CH3:6])(=[O:7])[CH2:9][C:10](=[O:11])[O:12][CH2:13][CH3:14])[CH3:8].[H-:15].[Na+:16].[O:56]1[CH2:57][CH2:58][CH2:59][CH2:60]1.[OH2:55]>>[CH2:9]([C:10](=[O:11])[O:12][CH2:13][CH3:14])[CH2:35][c:33]1[c:32]([O:37][CH2:38][c:39]2[cH:40][cH:41][c:42]([O:45][CH2:46][c:47]3[cH:48][cH:49][cH:50][cH:51][cH:52]3)[cH:43][cH:44]2)[n:31][n:30]([CH2:29][c:28]2[cH:27][cH:26][c:25]([O:24][CH2:17][c:18]3[cH:19][cH:20][cH:21][cH:22][cH:23]3)[cH:54][cH:53]2)[cH:34]1. Reactants: ClC=1C=C(C=CC1)NC(OCC#CCO)=O (4-hydroxy-2-butynyl N-(3-chlorophenyl)carbamate), CN(C=O)C (dimethylformamide), C(=O)(Cl)Cl (phosgene). Run in C(CCl)Cl (EDC), C1=CC=CC=C1 (benzene). Conditions: time 2 hour. Product: C1=CC(=CC(=C1)Cl)NC(=O)OC#CCl (barban). Reaction SMILES: [Cl:1][C:2]1[CH:3]=[C:4]([NH:8][C:9](=[O:16])[O:10][CH2:11][C:12]#CCO)[CH:5]=[CH:6][CH:7]=1.CN(C)C=O.C(Cl)([Cl:24])=O>C(Cl)CCl.C1C=CC=CC=1>[CH:6]1[CH:7]=[C:2]([Cl:1])[CH:3]=[C:4]([NH:8][C:9]([O:10][C:11]#[C:12][Cl:24])=[O:16])[CH:5]=1. Procedure: To a warm (50°) stirred solution of 4-hydroxy-2-butynyl N-(3-chlorophenyl)carbamate (59.9 g., 0.500 mole) and dimethylformamide (0.6 g) in 150 ml of EDC was added 250 ml of 12.5% phosgene in benzene over a period of about 30 minutes. The reaction mixture was heated at 50° for 4.5 more hours, then at 60° for 2 hours. Evaporation of solvent afforded a quantitative yield of technical barban. The reactants are O (water), N(N)C1=NC=CC=C1 (2-Hydrazinopyridine), [Na] (sodium), C(C=C)#N (Acrylonitrile). Solvent: C(C)O (ethanol). Product: NC1=NN(CC1)C1=NC=CC=C1 (3-Amino-1-(2-pyridyl)-2-pyrazoline). As a reaction SMILES: [NH:1]([C:3]1[CH:8]=[CH:7][CH:6]=[CH:5][N:4]=1)[NH2:2].[Na].[C:10](#[N:13])[CH:11]=[CH2:12].O>C(O)C>[NH2:13][C:10]1[CH2:11][CH2:12][N:1]([C:3]2[CH:8]=[CH:7][CH:6]=[CH:5][N:4]=2)[N:2]=1 |^1:8|. Reported procedure: 2-Hydrazinopyridine (0.545 g) was added to a solution of sodium (50 mg; 0.43 atoms) in dry absolute ethanol (2 ml) in a nitrogen atmosphere. Acrylonitrile (0.265 g; 0.32 ml; 1 mol) was added dropwise and the resulting solution heated for 4 hours on the steam bath. The reaction mixture was cooled, giving some crystals, and treated with water (10 ml) to give a suspension of a solid. The solid was collected and washed with water. Recrystallisation from ethanol (ca. 5 ml) gave the title compound m.p...